Dataset: the Open Reaction Database (ORD), a public repository of structured organic reaction records. Task: describe an organic reaction: reactants, conditions, products, and yield Starting materials: [C-]#N, [C-]#N, COC(C)(C)C, Cc1[nH]c2ccc(OS(=O)(=O)C(F)(F)F)c(C(F)(F)F)c2c1C(=O)OC(C)(C)C, CN1CCCC1=O, N#N, O, [Zn+2]. Product: Cc1[nH]c2ccc(C#N)c(C(F)(F)F)c2c1C(=O)OC(C)(C)C. RXN SMILES: [C-:46]#[N:47].[C-:49]#[N:50].[C:40]([O:41][CH3:42])([CH3:43])([CH3:44])[CH3:45].[CH3:1][c:2]1[nH:3][c:4]2[cH:5][cH:6][c:7]([O:22][S:23]([C:24]([F:25])([F:26])[F:27])(=[O:28])=[O:29])[c:8]([C:18]([F:19])([F:20])[F:21])[c:9]2[c:10]1[C:11](=[O:12])[O:13][C:14]([CH3:15])([CH3:16])[CH3:17].[CH3:33][N:34]1[CH2:35][CH2:36][CH2:37][C:38]1=[O:39].[N:31]#[N:32].[OH2:30].[Zn+2:48]>>[CH3:1][c:2]1[nH:3][c:4]2[cH:5][cH:6][c:7]([C:33]#[N:34])[c:8]([C:18]([F:19])([F:20])[F:21])[c:9]2[c:10]1[C:11](=[O:12])[O:13][C:14]([CH3:15])([CH3:16])[CH3:17].